This data is from the Open Reaction Database (ORD), a public repository of structured organic reaction records. The task is: describe an organic reaction: reactants, conditions, products, and yield The reactants are aqueous solution, C(CCCC)O (n-Pentanol), ferric chloride, [OH-].[K+] (potassium hydroxide), C(Cl)C1CO1 (epichlorohydrin). Reaction conditions: temperature 115 celsius. Yields the product C(C(O)CO)OCCCCC (monopentyl glyceryl ether). RXN SMILES: [CH2:1]([OH:6])[CH2:2][CH2:3][CH2:4][CH3:5].[CH2:7]([CH:9]1[O:11][CH2:10]1)Cl.[OH-:12].[K+]>>[CH2:7]([O:6][CH2:1][CH2:2][CH2:3][CH2:4][CH3:5])[CH:9]([CH2:10][OH:12])[OH:11] |f:2.3|. Procedure details: n-Pentanol (132 g) and 8.1 g of ferric chloride were heated to 100° C. while stirring, followed by the dropwise addition of 92.5 g of epichlorohydrin over 1 hour. The reaction mixture was then heated to 115° C. and reacted for 5 hours. After the removal of an excess alcohol at 100° C. under reduced pressure (5.32 kPa), 6 g of lauric acid, 118 g of a 48% aqueous solution of potassium hydroxide and 162 g of water were added to the residue. The resulting mixture was reacted at 200° C. for 5 hours i... The reactants are CC1N(N=C(C2=C(C1)C=C1C(=C2)OCO1)C1=CC(=C(C=C1)[N+](=O)[O-])C)C(=O)O.[N-]1C=NC=C1 ((±)-7,8-dihydro-8-methyl-5-(3-methyl-4-nitro-phenyl)-9H-1,3dioxolo[4,5-h][2,3]benzodiazepine-7-carboxylic acid imidazolide), CN (methyl amine). The solvent is ClCCl (dichloro methane). Reaction conditions: time 3 hour. Product: CC1N(N=C(C2=C(C1)C=C1C(=C2)OCO1)C1=CC(=C(C=C1)[N+](=O)[O-])C)C(NC)=O ((±)-7,8-dihydro-8-methyl-7-(N-methyl-carbamoyl)-5-(3-methyl-4-nitro-phenyl)-9H-1,3-dioxolo[4,5-h][2.3]benzodiazepine). Yield: 84.8%. RXN SMILES: [CH3:1][CH:2]1[CH2:8][C:7]2[CH:9]=[C:10]3[O:15][CH2:14][O:13][C:11]3=[CH:12][C:6]=2[C:5]([C:16]2[CH:21]=[CH:20][C:19]([N+:22]([O-:24])=[O:23])=[C:18]([CH3:25])[CH:17]=2)=[N:4][N:3]1[C:26]([OH:28])=O.[N-:29]1C=CN=[CH:30]1.CN>ClCCl>[CH3:1][CH:2]1[CH2:8][C:7]2[CH:9]=[C:10]3[O:15][CH2:14][O:13][C:11]3=[CH:12][C:6]=2[C:5]([C:16]2[CH:21]=[CH:20][C:19]([N+:22]([O-:24])=[O:23])=[C:18]([CH3:25])[CH:17]=2)=[N:4][N:3]1[C:26](=[O:28])[NH:29][CH3:30] |f:0.1|. Procedure: A mixture of 2.17 g (5.0 millimoles) of (±)-7,8-dihydro-8-methyl-5-(3-methyl-4-nitro-phenyl)-9H-1,3dioxolo[4,5-h][2,3]benzodiazepine-7-carboxylic acid-imidazolide, 75 ml of dichloro methane and 15 ml of a 33% ethanolic methyl amine solution is stirred for 3 hours. The reaction mixture is evaporated in vacuo and the residue is suspended in 75 ml of water. The crude product is filtered off, washed with 25 ml of water, dried and recrystallized from 25 ml of ethanol. Thus 1.68 g of the desired compo...